From a dataset of the Open Reaction Database (ORD), a public repository of structured organic reaction records. describe an organic reaction: reactants, conditions, products, and yield Reactants: 5-amino-5-desoxy-mono-acetone xylose, CC=1NC=CC(C1OCC1=CC=CC=C1)=O (2-methyl-3-benzyloxypyridine-4(1H)-one), O=C[C@H](O)[C@@H](O)[C@H](O)CO.CC(=O)C (mono-acetone xylose). The solvent is ClCCl.C(C)OCC (dichloromethane ethyl ether). The product is CC=1NC=CC(C1OCC1=CC=CC=C1)=O (2-methyl-3-benzyloxypyridine-4(1H)-one), O=C[C@H](O)[C@@H](O)[C@H](O)CO.CC(=O)C.CC(=O)C (diacetone xylose). As a reaction SMILES: [CH3:1][C:2]1[NH:3][CH:4]=[CH:5][C:6](=[O:16])[C:7]=1[O:8][CH2:9][C:10]1[CH:15]=[CH:14][CH:13]=[CH:12][CH:11]=1.[O:17]=[CH:18][C@@H:19]([C@H:21]([C@@H:23]([CH2:25][OH:26])[OH:24])[OH:22])[OH:20].[CH3:27][C:28]([CH3:30])=[O:29]>ClCCl.C(OCC)C>[CH3:1][C:2]1[NH:3][CH:4]=[CH:5][C:6](=[O:16])[C:7]=1[O:8][CH2:9][C:10]1[CH:15]=[CH:14][CH:13]=[CH:12][CH:11]=1.[O:17]=[CH:18][C@@H:19]([C@H:21]([C@@H:23]([CH2:25][OH:26])[OH:24])[OH:22])[OH:20].[CH3:27][C:28]([CH3:30])=[O:29].[CH3:2][C:7]([CH3:6])=[O:8] |f:1.2,3.4,6.7.8|. Procedure: The 2-methyl-3-benzyloxypyridine-4(1H)-one of diacetone xylose is prepared according to the method described in example 2. Starting from 4.50 g (23.8 mmol) of 5-amino-5-desoxy-mono-acetone xylose compound, after re-crystallization in a dichloromethane-ethyl ether mixture, 3.87 g (9.98 mmol) of 2-methyl-3-benzyloxypyridine-4(1H)-one of mono-acetone xylose is isolated, which is pure at chromatographic and NMR analyses. Yield: 42%. The reactants are N1=C(C=NC=C1)NC([C@H](CC(C)C)N)=O ((S)-2-amino-4-methyl-pentanoic acid pyrazin-2-ylamide), CN1N=C(C=C1)NC([C@H](CC(C)C)N1C(C=C(C1)OC1=CC(=CC=C1)CC(C)(C)O)=O)=O ((S)-2-{4-[3-(2-hydroxy-2-methyl-propyl)-phenoxy]-2-oxo-2,5-dihydro-pyrrol-1-yl}-4-methyl-pentanoic acid (1-methyl-1H-pyrazol-3-yl)-amide), C(C)(C)N(C(C)C)CC (N,N-diisopropylethylamine). The solvent is C(C)#N (acetonitrile). Reaction conditions: temperature 100 celsius. Yields the product N1=C(C=NC=C1)NC([C@H](CC(C)C)N1C(C=C(C1)OC1=CC(=CC=C1)CC(C)(C)O)=O)=O ((S)-2-{4-[3-(2-hydroxy-2-methyl-propyl)-phenoxy]-2-oxo-2,5-dihydro-pyrrol-1-yl}-4-methyl-pentanoic acid pyrazin-2-ylamide). The yield is 22.5%. RXN SMILES: [N:1]1[CH:6]=[CH:5][N:4]=[CH:3][C:2]=1[NH:7][C:8](=[O:15])[C@@H:9]([NH2:14])[CH2:10][CH:11]([CH3:13])[CH3:12].CN1C=CC(NC(=O)[C@@H](N2[CH2:33][C:32]([O:34][C:35]3[CH:40]=[CH:39][CH:38]=[C:37]([CH2:41][C:42]([OH:45])([CH3:44])[CH3:43])[CH:36]=3)=[CH:31][C:30]2=[O:46])CC(C)C)=N1.C(N(CC)C(C)C)(C)C>C(#N)C>[N:1]1[CH:6]=[CH:5][N:4]=[CH:3][C:2]=1[NH:7][C:8](=[O:15])[C@@H:9]([N:14]1[CH2:33][C:32]([O:34][C:35]2[CH:40]=[CH:39][CH:38]=[C:37]([CH2:41][C:42]([OH:45])([CH3:43])[CH3:44])[CH:36]=2)=[CH:31][C:30]1=[O:46])[CH2:10][CH:11]([CH3:12])[CH3:13]. Reported procedure: A mixture of (S)-2-amino-4-methyl-pentanoic acid pyrazin-2-ylamide (prepared as in Example 245, 0.400 g, 1.92 mmol), (E)-4-bromo-3-[3-(2-hydroxy-2-methyl-propyl)-phenoxy]-but-2-enoic acid ethyl ester (prepared as in Example 235, 0.462 g, 1.29 mmol) and N,N-diisopropylethylamine (0.734 g, 5.69 mmol) in acetonitrile (16.6 mL) were sealed in a tube and heated at 100° C. for 12 h. The mixture was cooled and concentrated in vacuo. The residue was partitioned between ethyl acetate (20 mL) and water (2...